From a dataset of the Open Reaction Database (ORD), a public repository of structured organic reaction records. describe an organic reaction: reactants, conditions, products, and yield Reactants: BrC1=C(C=C(C(=C1)Br)F)F (1,5-dibromo-2,4-difluorobenzene), [Li]CCCC (n-BuLi), CN(C)C=O (DMF), CCOC(=O)C (EtOAc). Run in CCOCC (ether). Run at temperature -78 celsius, time 30 minute. The product is BrC=1C(=CC(=C(C=O)C1)F)F (5-bromo-2,4-difluorobenzaldehyde), oil. The yield is 60.0%. RXN SMILES: Br[C:2]1[CH:7]=[C:6]([Br:8])[C:5]([F:9])=[CH:4][C:3]=1[F:10].[Li]CCCC.CN([CH:19]=[O:20])C.CCOC(C)=O>CCOCC>[Br:8][C:6]1[C:5]([F:9])=[CH:4][C:3]([F:10])=[C:2]([CH:7]=1)[CH:19]=[O:20]. Reported procedure: To a solution of 1,5-dibromo-2,4-difluorobenzene (17.5 g, 64.2 mmol) in ether (100 mL) at −78° C. was added n-BuLi (2.5 M solution, 30.8 mL, 77 mmol) over a period of 5 min, and the reaction mixture was stirred at −78° C. for 30 min. Then DMF (9.94 mL, 148 mmol) was added in one portion, and the mixture was stirred at −78° C. for 30 min. The reaction mixture was worked up with EtOAc/sat. NH4Cl, and the crude product was purified by silica gel chromatography eluting with 0-10% EtOAc/Hexanes to gi... Reactants: ClC=1C=C(N)C=CC1 (3-chloroaniline), BrCCBr (1,2-dibromoethane). Solvent: CC#N (MeCN). Reaction conditions: temperature 80 celsius. The product is BrCCNC1=CC(=CC=C1)Cl (N-(2-bromoethyl)-3-chloroaniline). Yield: 9.8%. As a reaction SMILES: [Cl:1][C:2]1[CH:3]=[C:4]([CH:6]=[CH:7][CH:8]=1)[NH2:5].[Br:9][CH2:10][CH2:11]Br>CC#N>[Br:9][CH2:10][CH2:11][NH:5][C:4]1[CH:6]=[CH:7][CH:8]=[C:2]([Cl:1])[CH:3]=1. Reported procedure: A mixture of 3-chloroaniline (50 g, 0.39 mol) and 1,2-dibromoethane (73 g, 0.39 mol) in MeCN (500 mL) was heated at 80° C. for 2 days. The reaction mixture was concentrated on rotavap and subjected to silica flash column chromatography using 0 to 30% EtOAc in PE to isolate N-(2-bromoethyl)-3-chloroaniline (397) (9.0 g, 10%) as a yellow solid. To a solution of N-(2-bromoethyl)-3-chloroaniline (397) (9.0 g, 38.46 mmol) and (R)-tert-butyl 3-aminopiperidine-1-carboxylate (7.74 g, 38.46 mmol) in THF ... The reactants are CO, Cl, C[Si](C)(C)CCOCn1nc(NC(=O)N2CCCC2)c2cc(-c3ccccc3)c(F)c(F)c21. Product: O=C(Nc1n[nH]c2c(F)c(F)c(-c3ccccc3)cc12)N1CCCC1. RXN SMILES: [CH3:35][OH:36].[ClH:34].[F:1][c:2]1[c:3](-[c:28]2[cH:29][cH:30][cH:31][cH:32][cH:33]2)[cH:4][c:5]2[c:6]([NH:20][C:21](=[O:22])[N:23]3[CH2:24][CH2:25][CH2:26][CH2:27]3)[n:7][n:8]([CH2:12][O:13][CH2:14][CH2:15][Si:16]([CH3:17])([CH3:18])[CH3:19])[c:9]2[c:10]1[F:11]>>[F:1][c:2]1[c:3](-[c:28]2[cH:29][cH:30][cH:31][cH:32][cH:33]2)[cH:4][c:5]2[c:6]([NH:20][C:21](=[O:22])[N:23]3[CH2:24][CH2:25][CH2:26][CH2:27]3)[n:7][nH:8][c:9]2[c:10]1[F:11]. Starting materials: CC(C)(C)OC(=O)N1C(=O)CC(C)(C)c2cc(F)ccc21, C1CCOC1, [Li+], [OH-]. Yields the product CC(C)(C)OC(=O)Nc1ccc(F)cc1C(C)(C)CC(=O)O. RXN SMILES: [C:3]([CH3:4])([CH3:5])([CH3:6])[O:7][C:8](=[O:9])[N:10]1[C:11](=[O:23])[CH2:12][C:13]([CH3:21])([CH3:22])[c:14]2[cH:15][c:16]([F:20])[cH:17][cH:18][c:19]21.[CH2:24]1[O:25][CH2:26][CH2:27][CH2:28]1.[Li+:1].[OH-:2]>>[O:2]=[C:11]([CH2:12][C:13]([c:14]1[cH:15][c:16]([F:20])[cH:17][cH:18][c:19]1[NH:10][C:8]([O:7][C:3]([CH3:4])([CH3:5])[CH3:6])=[O:9])([CH3:21])[CH3:22])[OH:23]. Starting materials: ClC1=C(C=CC(=C1)Cl)NN=C(C)Cl (N-(2,4-dichlorophenyl)ethane-hydrazonoyl chloride), [O-]C#N.[K+] (potassium cyanate), O (water). Run in COCCOCCOC (diglyme). Reaction conditions: time 22 hour. Yields the product ClC1=C(C=CC(=C1)Cl)NN=C(C)Cl (N-(2,4-dichlorophenyl)ethane-hydrazonoyl chloride), ClC1=C(C=CC(=C1)Cl)N1N=C(NC1=O)C (4,5-dihydro-1-(2,4-dichloro-phenyl)-3-methyl-1,2,4-triazol-5(1H)-one). As a reaction SMILES: [Cl:1][C:2]1[CH:7]=[C:6]([Cl:8])[CH:5]=[CH:4][C:3]=1[NH:9][N:10]=[C:11]([Cl:13])[CH3:12].[O-:14][C:15]#[N:16].[K+].O>COCCOCCOC>[Cl:1][C:2]1[CH:7]=[C:6]([Cl:8])[CH:5]=[CH:4][C:3]=1[NH:9][N:10]=[C:11]([Cl:13])[CH3:12].[Cl:1][C:2]1[CH:7]=[C:6]([Cl:8])[CH:5]=[CH:4][C:3]=1[N:9]1[C:15](=[O:14])[NH:16][C:11]([CH3:12])=[N:10]1 |f:1.2|. Procedure details: A solution of 5.1 grams (0.0214 mole) of N-(2,4-dichlorophenyl)ethane-hydrazonoyl chloride (A), prepared as in Example 1, 2.1 grams (0.0257 mole) potassium cyanate, and 3 mL of water in 51 mL of diglyme was stirred at ambient temperature for about 22 hours. After this time, the reaction mixture was concentrated under reduced pressure to a residue. The residue was dissolved in about 500 mL of ethyl acetate and washed with three 25 mL portions of water. The organic layer was dried with magnesium s... The reactants are Br[Mg]c1ccccc1, CN1C2=NCCN2C(=O)c2ccccc21, CCOCC, Clc1ccc(Br)cc1, [Mg], C1CCOC1, O. Product: CN1C2=NCCN2C(O)(c2ccc(Cl)cc2)c2ccccc21. RXN SMILES: [Br:1][Mg:2][c:3]1[cH:4][cH:5][cH:6][cH:7][cH:8]1.[CH3:18][N:19]1[C:20]2=[N:32][CH2:31][CH2:30][N:21]2[C:22](=[O:29])[c:23]2[cH:24][cH:25][cH:26][cH:27][c:28]21.[CH3:39][CH2:40][O:41][CH2:42][CH3:43].[Cl:9][c:10]1[cH:11][cH:12][c:13]([Br:16])[cH:14][cH:15]1.[Mg:17].[O:33]1[CH2:34][CH2:35][CH2:36][CH2:37]1.[OH2:38]>>[Cl:9][c:10]1[cH:11][cH:12][c:13]([C:22]2([OH:29])[N:21]3[C:20](=[N:32][CH2:31][CH2:30]3)[N:19]([CH3:18])[c:28]3[c:23]2[cH:24][cH:25][cH:26][cH:27]3)[cH:14][cH:15]1. The reactants are CCOC(=O)C(Cc1ccc(-c2ccccc2OC)c(C(C)O)c1)NC(=O)c1c(Cl)cccc1Cl, CC#N. Yields the product CCOC(=O)C(Cc1ccc(-c2ccccc2OC)c(CC)c1)NC(=O)c1c(Cl)cccc1Cl. As a reaction SMILES: [CH2:1]([CH3:2])[O:3][C:4]([CH:5]([NH:6][C:7]([c:8]1[c:9]([Cl:15])[cH:10][cH:11][cH:12][c:13]1[Cl:14])=[O:16])[CH2:17][c:18]1[cH:19][c:20]([CH:32]([CH3:33])[OH:34])[c:21](-[c:24]2[c:25]([O:30][CH3:31])[cH:26][cH:27][cH:28][cH:29]2)[cH:22][cH:23]1)=[O:35].[CH3:36][C:37]#[N:38]>>[CH2:1]([CH3:2])[O:3][C:4]([CH:5]([NH:6][C:7]([c:8]1[c:9]([Cl:15])[cH:10][cH:11][cH:12][c:13]1[Cl:14])=[O:16])[CH2:17][c:18]1[cH:19][c:20]([CH2:32][CH3:33])[c:21](-[c:24]2[c:25]([O:30][CH3:31])[cH:26][cH:27][cH:28][cH:29]2)[cH:22][cH:23]1)=[O:35].